From a dataset of the Open Reaction Database (ORD), a public repository of structured organic reaction records. describe an organic reaction: reactants, conditions, products, and yield The reactants are BrC=1C=C(C=CC1)C(CO)(C)NC(CCl)=O ((RS)-N-[1-(3-bromo-phenyl)-2-hydroxy-1-methyl-ethyl]-2-chloro-acetamide), CC(C)(C)[O-].[K+] (potassium tert-butylate), CO (methanol). The solvent is CC(C)(CC)O (2-methyl-2-butanol). Conditions: time 1 hour. Yields the product BrC=1C=C(C=CC1)C1(COCC(N1)=O)C ((RS)-5-(3-bromo-phenyl)-5-methyl-morpholin-3-one). Isolated yield 91.0%. Reaction SMILES: [Br:1][C:2]1[CH:3]=[C:4]([C:8]([NH:12][C:13](=[O:16])[CH2:14]Cl)([CH3:11])[CH2:9][OH:10])[CH:5]=[CH:6][CH:7]=1.CC([O-])(C)C.[K+].CO>CC(O)(CC)C>[Br:1][C:2]1[CH:3]=[C:4]([C:8]2([CH3:11])[NH:12][C:13](=[O:16])[CH2:14][O:10][CH2:9]2)[CH:5]=[CH:6][CH:7]=1 |f:1.2|. Procedure details: A solution of (RS)-N-[1-(3-bromo-phenyl)-2-hydroxy-1-methyl-ethyl]-2-chloro-acetamide (5.36 g, 17 mmol) in 2-methyl-2-butanol (100 ml) was treated in one portion with potassium tert-butylate (6.66 g, 58 mmol). Initially, the temperature rose to 30° C.; the reaction mixture was left to cool to room temperature and stirring was continued for one hour. For the workup, the reaction mixture was treated with methanol (50 ml), then evaporated at reduced pressure. The residue was purified by chromatogra... Reactants: C([O-])([O-])=O.[K+].[K+] (potassium carbonate), BrCC(=O)OC (methyl bromoacetate), C(C)(=O)NC1CC2=CC=C(C=C2C1)O (2-acetylamino-5-hydroxyindan). The solvent is CC(=O)C (acetone). Reaction conditions: time 8 hour. Product: C(C)(=O)NC1CC2=CC=C(C=C2C1)OCC(=O)OC (methyl (2-acetylaminoindan-5-yl)oxyacetate). The yield is 86.0%. As a reaction SMILES: [C:1]([NH:4][CH:5]1[CH2:13][C:12]2[C:7](=[CH:8][CH:9]=[C:10]([OH:14])[CH:11]=2)[CH2:6]1)(=[O:3])[CH3:2].C(=O)([O-])[O-].[K+].[K+].Br[CH2:22][C:23]([O:25][CH3:26])=[O:24]>CC(C)=O>[C:1]([NH:4][CH:5]1[CH2:13][C:12]2[C:7](=[CH:8][CH:9]=[C:10]([O:14][CH2:22][C:23]([O:25][CH3:26])=[O:24])[CH:11]=2)[CH2:6]1)(=[O:3])[CH3:2] |f:1.2.3|. Procedure details: 1.05 g of 2-acetylamino-5-hydroxyindan are dissolved in 15 ml of acetone, and 1.14 g of powdered potassium carbonate and 1.01 g of methyl bromoacetate are added to the solution. The mixture is stirred overnight at room temperature and the reaction mixture is evaporated to remove solvent. The residue is extracted with ethyl acetate and the extract is washed successively with water and an aqueous sodium chloride solution, dried and evaporated to remove solvent. The residue is recrystallized from e... Starting materials: ClCCCl, ClCCl, C=C(CN1CCCCC1)c1ccc2c(c1)CCCC2N, Cc1ccc(S(=O)(=O)N2CCNC(=O)C2CC(=O)O)cc1, On1nnc2ccccc21. Yields the product C=C(CN1CCCCC1)c1ccc2c(c1)CCCC2NC(=O)CC1C(=O)NCCN1S(=O)(=O)c1ccc(C)cc1. Reaction SMILES: [CH2:42]([Cl:43])[CH2:44][Cl:45].[Cl:56][CH2:57][Cl:58].[N:22]1([CH2:28][C:29](=[CH2:30])[c:31]2[cH:32][c:33]3[c:38]([cH:39][cH:40]2)[CH:37]([NH2:41])[CH2:36][CH2:35][CH2:34]3)[CH2:23][CH2:24][CH2:25][CH2:26][CH2:27]1.[O:1]=[C:2]1[CH:3]([CH2:18][C:19](=[O:20])[OH:21])[N:4]([S:8](=[O:9])(=[O:10])[c:11]2[cH:12][cH:13][c:14]([CH3:17])[cH:15][cH:16]2)[CH2:5][CH2:6][NH:7]1.[OH:46][n:47]1[c:48]2[c:49]([cH:50][cH:51][cH:52][cH:53]2)[n:54][n:55]1>>[O:1]=[C:2]1[CH:3]([CH2:18][C:19](=[O:21])[NH:41][CH:37]2[CH2:36][CH2:35][CH2:34][c:33]3[cH:32][c:31]([C:29]([CH2:28][N:22]4[CH2:23][CH2:24][CH2:25][CH2:26][CH2:27]4)=[CH2:30])[cH:40][cH:39][c:38]32)[N:4]([S:8](=[O:9])(=[O:10])[c:11]2[cH:12][cH:13][c:14]([CH3:17])[cH:15][cH:16]2)[CH2:5][CH2:6][NH:7]1. Reactants: C1(=CC=CC=C1)NN (phenylhydrazine), NC1=C(C(=O)O)C=CC(=C1)Cl (2-amino-4-chloro-benzoic acid), P(OC1=CC=CC=C1)(OC1=CC=CC=C1)OC1=CC=CC=C1 (triphenyl phosphite), C(C)(C)(C)OC(=O)N[C@@H](C(=O)O)CC#C ((R)-2-tert-butoxycarbonylamino-pent-4-ynoic acid). Solvent: N1=CC=CC=C1 (pyridine). Reaction conditions: temperature 55 celsius, time 8 hour. Yields the product C(C)(C)(C)OC(N[C@H](CC#C)C1=NC2=CC(=CC=C2C(N1NC1=CC=CC=C1)=O)Cl)=O ([(R)-1-(7-chloro-4-oxo-3-phenylamino-3,4-dihydro-quinazolin-2-yl)-but-3-ynyl]-carbamic acid tert-butyl ester). Isolated yield 53.3%. RXN SMILES: [C:1]([O:5][C:6]([NH:8][C@H:9]([CH2:13][C:14]#[CH:15])[C:10](O)=O)=[O:7])([CH3:4])([CH3:3])[CH3:2].[NH2:16][C:17]1[CH:25]=[C:24]([Cl:26])[CH:23]=[CH:22][C:18]=1[C:19]([OH:21])=O.P(OC1C=CC=CC=1)(OC1C=CC=CC=1)OC1C=CC=CC=1.[C:49]1([NH:55][NH2:56])[CH:54]=[CH:53][CH:52]=[CH:51][CH:50]=1>N1C=CC=CC=1>[C:1]([O:5][C:6](=[O:7])[NH:8][C@@H:9]([C:10]1[N:56]([NH:55][C:49]2[CH:54]=[CH:53][CH:52]=[CH:51][CH:50]=2)[C:19](=[O:21])[C:18]2[C:17](=[CH:25][C:24]([Cl:26])=[CH:23][CH:22]=2)[N:16]=1)[CH2:13][C:14]#[CH:15])([CH3:4])([CH3:3])[CH3:2]. Reported procedure: To a mixture of (R)-2-tert-butoxycarbonylamino-pent-4-ynoic acid (5.0 g, 23.5 mmol) in anhydrous pyridine (20 ml) were added 2-amino-4-chloro-benzoic acid (4.03 g, 23.5 mmol) and triphenyl phosphite (7.40 ml). The reaction mixture was then heated at 55° C. for 16 h. To this was added phenylhydrazine (2.8 ml, 28.2 mmol). The resulting mixture was stirred at 100° C. for 8 h. After the solvent was removed, the residue was purified by flash column (hexane to 20% ethyl acetate in hexane) to give [(R)... Starting materials: CN1CC(=O)Nc2ncc(C=CC(=O)O)cc2C1, CNCc1sc2ccccc2c1C, CCCc1c(CNC)ccc2ccccc12, Cl, Cl, O=C(O)C=Cc1cnc2c(c1)CN(CCN1CCOCC1)C(=O)N2. Product: Cl, Cc1c(CN(C)C(=O)C=Cc2cnc3c(c2)CN(CCN2CCOCC2)C(=O)N3)sc2ccccc12. As a reaction SMILES: [CH3:27][N:28]1[CH2:29][c:30]2[cH:31][c:32]([CH:33]=[CH:34][C:35]([OH:36])=[O:37])[cH:38][n:39][c:40]2[NH:41][C:42](=[O:43])[CH2:44]1.[CH3:45][NH:46][CH2:47][c:48]1[c:49]([CH3:57])[c:50]2[c:51]([s:52]1)[cH:53][cH:54][cH:55][cH:56]2.[CH3:58][NH:59][CH2:60][c:61]1[cH:62][cH:63][c:64]2[c:65]([cH:66][cH:67][cH:68][cH:69]2)[c:70]1[CH2:71][CH2:72][CH3:73].[ClH:1].[ClH:26].[O:2]1[CH2:3][CH2:4][N:5]([CH2:8][CH2:9][N:10]2[C:11](=[O:25])[NH:12][c:13]3[c:14]([cH:16][c:17]([CH:20]=[CH:21][C:22](=[O:23])[OH:24])[cH:18][n:19]3)[CH2:15]2)[CH2:6][CH2:7]1>>[ClH:1].[O:2]1[CH2:3][CH2:4][N:5]([CH2:8][CH2:9][N:10]2[C:11](=[O:25])[NH:12][c:13]3[c:14]([cH:16][c:17]([CH:20]=[CH:21][C:22](=[O:24])[N:46]([CH3:45])[CH2:47][c:48]4[c:49]([CH3:57])[c:50]5[c:51]([s:52]4)[cH:53][cH:54][cH:55][cH:56]5)[cH:18][n:19]3)[CH2:15]2)[CH2:6][CH2:7]1. The reactants are CO, Cl, COC(=O)c1cccc(-c2cc(-c3ccc(C(F)(F)F)cc3)on2)c1, [Na+], C1CCOC1, [OH-], O. Product: O=C(O)c1cccc(-c2cc(-c3ccc(C(F)(F)F)cc3)on2)c1. As a reaction SMILES: [CH3:35][OH:36].[ClH:33].[F:1][C:2]([c:3]1[cH:4][cH:5][c:6](-[c:9]2[cH:10][c:11](-[c:14]3[cH:15][c:16]([C:17](=[O:18])[O:19][CH3:20])[cH:21][cH:22][cH:23]3)[n:12][o:13]2)[cH:7][cH:8]1)([F:24])[F:25].[Na+:27].[O:28]1[CH2:29][CH2:30][CH2:31][CH2:32]1.[OH-:26].[OH2:34]>>[F:1][C:2]([c:3]1[cH:4][cH:5][c:6](-[c:9]2[cH:10][c:11](-[c:14]3[cH:15][c:16]([C:17](=[O:18])[OH:19])[cH:21][cH:22][cH:23]3)[n:12][o:13]2)[cH:7][cH:8]1)([F:24])[F:25]. Procedure details: Diethyl azodicarboxylate (1.23 ml, 2.70 mmol) was added dropwise to a solution of 1-(1-(4-(trifluoromethoxy)phenyl)cyclopropyl)piperidin-4-ol (750 mg, 2.45 mmol), 2-hydroxyisoindoline-1,3-dione (400 mg, 2.45 mmol) and triphenylphosphine (707 mg, 2.70 mmol) in tetrahydrofuran (15 ml) at 0° C. and the whole was stirred at room temperature for 18 hours. The reaction mixture was concentrated in vacuo and the residue was purified by column chromatography (ethyl acetate/hexane: 25/75 to 45/55) to give... Yields the product FC(OC1=CC=C(C=C1)C1(CC1)N1CCC(CC1)ON1C(C2=CC=CC=C2C1=O)=O)(F)F (2-(1-(1-(4-(trifluoromethoxy)phenyl)cyclopropyl)piperidin-4-yloxy)isoindoline-1,3-dione). The yield is 91.4%. The reactants are N(=NC(=O)OCC)C(=O)OCC (Diethyl azodicarboxylate), FC(OC1=CC=C(C=C1)C1(CC1)N1CCC(CC1)O)(F)F (1-(1-(4-(trifluoromethoxy)phenyl)cyclopropyl)piperidin-4-ol), ON1C(C2=CC=CC=C2C1=O)=O (2-hydroxyisoindoline-1,3-dione), C1(=CC=CC=C1)P(C1=CC=CC=C1)C1=CC=CC=C1 (triphenylphosphine). Solvent: O1CCCC1 (tetrahydrofuran). As a reaction SMILES: N(C(OCC)=O)=NC(OCC)=O.[F:13][C:14]([F:33])([F:32])[O:15][C:16]1[CH:21]=[CH:20][C:19]([C:22]2([N:25]3[CH2:30][CH2:29][CH:28]([OH:31])[CH2:27][CH2:26]3)[CH2:24][CH2:23]2)=[CH:18][CH:17]=1.O[N:35]1[C:43](=[O:44])[C:42]2[C:37](=[CH:38][CH:39]=[CH:40][CH:41]=2)[C:36]1=[O:45].C1(P(C2C=CC=CC=2)C2C=CC=CC=2)C=CC=CC=1>O1CCCC1>[F:33][C:14]([F:13])([F:32])[O:15][C:16]1[CH:21]=[CH:20][C:19]([C:22]2([N:25]3[CH2:26][CH2:27][CH:28]([O:31][N:35]4[C:43](=[O:44])[C:42]5[C:37](=[CH:38][CH:39]=[CH:40][CH:41]=5)[C:36]4=[O:45])[CH2:29][CH2:30]3)[CH2:23][CH2:24]2)=[CH:18][CH:17]=1. Conditions: time 18 hour. Starting materials: N1N=NC2=C1C=CC=C2 (benzotriazole), C1(CCCC1)N (cyclopentylamine), C=O (formaldehyde). Solvent: CCOCC (ether). Reaction conditions: time 8 hour. Yields the product N1(N=NC2=C1C=CC=C2)CNC2CCCC2 (benzotriazol-1-ylmethyl-cyclopentylamine). Isolated yield 90.3%. RXN SMILES: [NH:1]1[C:5]2[CH:6]=[CH:7][CH:8]=[CH:9][C:4]=2[N:3]=[N:2]1.[CH:10]1([NH2:15])[CH2:14][CH2:13][CH2:12][CH2:11]1.[CH2:16]=O>CCOCC>[N:1]1([CH2:16][NH:15][CH:10]2[CH2:14][CH2:13][CH2:12][CH2:11]2)[C:5]2[CH:6]=[CH:7][CH:8]=[CH:9][C:4]=2[N:3]=[N:2]1. Reported procedure: To the mixture of 36 g (0.3 mole) benzotriazole and 30 mL (0.3 mole) of cyclopentylamine in 1400 mL of ether was added dropwise 22 mL (0.3 mole) of 37% aqueous formaldehyde. The reaction mixture was stirred at room temperature overnight. The solution was dried over calcium chloride, filtered and concentrated under pressure. Hexane was added to the residue cooled in an ice bath and the resulting solid was collected by filtration washing with hexane and then dried to give 58.6 g of benzotriazol-1-... Reactants: CC(=O)OC(C)=O, COC(=O)C=Cc1ccc(O)cc1, c1ccncc1. The product is COC(=O)C=Cc1ccc(OC(C)=O)cc1. RXN SMILES: [CH3:14][C:15](=[O:16])[O:17][C:18](=[O:19])[CH3:20].[OH:1][c:2]1[cH:3][cH:4][c:5]([CH:8]=[CH:9][C:10](=[O:11])[O:12][CH3:13])[cH:6][cH:7]1.[cH:21]1[cH:22][cH:23][n:24][cH:25][cH:26]1>>[O:1]([c:2]1[cH:3][cH:4][c:5]([CH:8]=[CH:9][C:10](=[O:11])[O:12][CH3:13])[cH:6][cH:7]1)[C:15]([CH3:14])=[O:16].